This data is from the Open Reaction Database (ORD), a public repository of structured organic reaction records. The task is: describe an organic reaction: reactants, conditions, products, and yield Reactants: Cl (hydrochloric acid), NCCC1=NC=CC=C1 (2-(2-aminoethyl)pyridine). Solvent: C(C)O (ethanol). Product: Cl.N1=C(C=CC=C1)CCN (2-Pyridineethanamine, hydrochloride). Reaction SMILES: [ClH:1].[NH2:2][CH2:3][CH2:4][C:5]1[CH:10]=[CH:9][CH:8]=[CH:7][N:6]=1>C(O)C>[ClH:1].[N:6]1[CH:7]=[CH:8][CH:9]=[CH:10][C:5]=1[CH2:4][CH2:3][NH2:2] |f:3.4|. Procedure: Concentrated hydrochloric acid (16.50 ml, 0.20 mole) was poured slowly into a stirred solution of 2-(2-aminoethyl)pyridine (12.22 g, 0.10 mole) in 200 ml absolute ethanol. The mixture was concentrated to dryness and the residual solid recrystallized from 600 ml absolute ethanol. The light orange-pink solid was collected and yielded 8.48 g; mp 187°-189° C. (lit1 186°-189° C.). Starting materials: C1COCCN1, C1CCOC1, Cc1cc(-c2ccc(C(F)(F)F)cc2)cc(-c2ccnc(-c3cccc(S(=O)(=O)Cl)c3)c2)n1, CCOC(C)=O. As a reaction SMILES: [CH2:34]1[CH2:35][O:36][CH2:37][CH2:38][NH:39]1.[CH2:40]1[O:41][CH2:42][CH2:43][CH2:44]1.[CH3:1][c:2]1[cH:3][c:4](-[c:24]2[cH:25][cH:26][c:27]([C:30]([F:31])([F:32])[F:33])[cH:28][cH:29]2)[cH:5][c:6](-[c:8]2[cH:9][c:10](-[c:14]3[cH:15][c:16]([S:20](=[O:21])(=[O:22])[Cl:23])[cH:17][cH:18][cH:19]3)[n:11][cH:12][cH:13]2)[n:7]1.[CH3:45][CH2:46][O:47][C:48]([CH3:49])=[O:50]>>[CH3:1][c:2]1[cH:3][c:4](-[c:24]2[cH:25][cH:26][c:27]([C:30]([F:31])([F:32])[F:33])[cH:28][cH:29]2)[cH:5][c:6](-[c:8]2[cH:9][c:10](-[c:14]3[cH:15][c:16]([S:20](=[O:21])(=[O:22])[N:39]4[CH2:34][CH2:35][O:36][CH2:37][CH2:38]4)[cH:17][cH:18][cH:19]3)[n:11][cH:12][cH:13]2)[n:7]1. The product is Cc1cc(-c2ccc(C(F)(F)F)cc2)cc(-c2ccnc(-c3cccc(S(=O)(=O)N4CCOCC4)c3)c2)n1. Starting materials: [Br-], C1CCOC1, CON(C)C(=O)c1cc(N2CCOCC2)cc(S(F)(F)(F)(F)F)c1, C[Mg+], Cl, O. Product: CC(=O)c1cc(N2CCOCC2)cc(S(F)(F)(F)(F)F)c1. As a reaction SMILES: [Br-:25].[CH2:29]1[O:30][CH2:31][CH2:32][CH2:33]1.[CH3:1][O:2][N:3]([C:4]([c:5]1[cH:6][c:7]([N:17]2[CH2:18][CH2:19][O:20][CH2:21][CH2:22]2)[cH:8][c:9]([S:11]([F:12])([F:13])([F:14])([F:15])[F:16])[cH:10]1)=[O:23])[CH3:24].[CH3:26][Mg+:27].[ClH:28].[OH2:34]>>[C:4]([c:5]1[cH:6][c:7]([N:17]2[CH2:18][CH2:19][O:20][CH2:21][CH2:22]2)[cH:8][c:9]([S:11]([F:12])([F:13])([F:14])([F:15])[F:16])[cH:10]1)(=[O:23])[CH3:26]. The reactants are Cc1cccc(C)c1C#Cc1cccc(CCCN2C(=O)c3ccccc3C2=O)c1, CCO, NN, O. Yields the product Cc1cccc(C)c1C#Cc1cccc(CCCN)c1. RXN SMILES: [CH3:1][c:2]1[c:3]([C:9]#[C:10][c:11]2[cH:12][c:13]([CH2:17][CH2:18][CH2:19][N:20]3[C:21](=[O:22])[c:23]4[c:24]([cH:25][cH:26][cH:27][cH:28]4)[C:29]3=[O:30])[cH:14][cH:15][cH:16]2)[c:4]([CH3:8])[cH:5][cH:6][cH:7]1.[CH3:34][CH2:35][OH:36].[NH2:32][NH2:33].[OH2:31]>>[CH3:1][c:2]1[c:3]([C:9]#[C:10][c:11]2[cH:12][c:13]([CH2:17][CH2:18][CH2:19][NH2:20])[cH:14][cH:15][cH:16]2)[c:4]([CH3:8])[cH:5][cH:6][cH:7]1. Reactants: C(C)OC=C(C(=O)OCC)C(C1=C(C(=C(C(=C1)F)F)Cl)F)=O (ethyl 3-ethoxy-2-(3-chloro-2,4,5-trifluorobenzoyl)acrylate), ClC=1C(=C(C(=O)CC(=O)OCC)C=C(C1F)F)F (ethyl 3-chloro-2,4,5-trifluorobenzoylacetate), NC1=NC(=C(C=C1F)F)NC(C)C (2-amino-3,5-difluoro-6-isopropylaminopyridine). The solvent is C(Cl)(Cl)Cl (chloroform). Run at temperature 90 celsius, time 20 minute. The product is ClC=1C(=C(C=C2C(C(=CN(C12)C1=NC(=C(C=C1F)F)NC(C)C)C(=O)OCC)=O)F)F (ethyl 8-chloro-6,7-difluoro-1-(3,5-difluoro-6-isopropylaminopyridine-2-yl)-4-oxo-1,4-dihydroquinoline-3-carboxylate). Reaction SMILES: C(O[CH:4]=[C:5]([C:11](=[O:22])[C:12]1[CH:17]=[C:16]([F:18])[C:15]([F:19])=[C:14]([Cl:20])[C:13]=1F)[C:6]([O:8][CH2:9][CH3:10])=[O:7])C.ClC1C(F)=C(C=C(F)C=1F)C(CC(OCC)=O)=O.[NH2:41][C:42]1[C:47]([F:48])=[CH:46][C:45]([F:49])=[C:44]([NH:50][CH:51]([CH3:53])[CH3:52])[N:43]=1>C(Cl)(Cl)Cl>[Cl:20][C:14]1[C:15]([F:19])=[C:16]([F:18])[CH:17]=[C:12]2[C:13]=1[N:41]([C:42]1[C:47]([F:48])=[CH:46][C:45]([F:49])=[C:44]([NH:50][CH:51]([CH3:53])[CH3:52])[N:43]=1)[CH:4]=[C:5]([C:6]([O:8][CH2:9][CH3:10])=[O:7])[C:11]2=[O:22]. Reported procedure: To 2.5 ml of chloroform solution of ethyl 3-ethoxy-2-(3-chloro-2,4,5-trifluorobenzoyl)acrylate prepared from 0.70 g of ethyl 3-chloro-2,4,5-trifluorobenzoylacetate by normal process was added 600 mg of 2-amino-3,5-difluoro-6-isopropylaminopyridine. The solution was concentrated under reduced pressure. To the residue were added 600 mg of anhydrous potassium carbonate and 2 ml of N,N-dimethylformamide, and the mixture was stirred at 90° C. for 20 minutes and allowed to cool. The solution was separ... Yields the product O=C(C=Cc1ccc(Cl)c(Cl)c1)N1CCC(=O)N(CCCOC2CCCCO2)CC1. RXN SMILES: [Br:21][CH2:22][CH2:23][CH2:24][O:25][CH:26]1[O:27][CH2:28][CH2:29][CH2:30][CH2:31]1.[Cl:1][c:2]1[cH:3][c:4]([CH:9]=[CH:10][C:11](=[O:12])[N:13]2[CH2:14][CH2:15][NH:16][C:17](=[O:20])[CH2:18][CH2:19]2)[cH:5][cH:6][c:7]1[Cl:8]>>[Cl:1][c:2]1[cH:3][c:4]([CH:9]=[CH:10][C:11](=[O:12])[N:13]2[CH2:14][CH2:15][N:16]([CH2:22][CH2:23][CH2:24][O:25][CH:26]3[O:27][CH2:28][CH2:29][CH2:30][CH2:31]3)[C:17](=[O:20])[CH2:18][CH2:19]2)[cH:5][cH:6][c:7]1[Cl:8]. Reactants: BrCCCOC1CCCCO1, O=C1CCN(C(=O)C=Cc2ccc(Cl)c(Cl)c2)CCN1. Reactants: O=C([O-])[O-], CI, CC(C)=O, [K+], [K+], CCCc1c(OCc2ccccc2)ccc2c(O)noc12. Product: CCCc1c(OCc2ccccc2)ccc2c(OC)noc12. As a reaction SMILES: [C:24](=[O:25])([O-:26])[O-:27].[CH3:22][I:23].[CH3:30][C:31](=[O:32])[CH3:33].[K+:28].[K+:29].[OH:1][c:2]1[n:3][o:4][c:5]2[c:6]1[cH:7][cH:8][c:9]([O:14][CH2:15][c:16]1[cH:17][cH:18][cH:19][cH:20][cH:21]1)[c:10]2[CH2:11][CH2:12][CH3:13]>>[O:1]([c:2]1[n:3][o:4][c:5]2[c:6]1[cH:7][cH:8][c:9]([O:14][CH2:15][c:16]1[cH:17][cH:18][cH:19][cH:20][cH:21]1)[c:10]2[CH2:11][CH2:12][CH3:13])[CH3:24]. The reactants are O1C(CCCC1)OCC#CCBr (1-bromobut-2-yn-4-ol tetrahydropyranyl ether), C1(=CC=CC=C1)S (thiophenol), O (water). The solvent is C(C)O (ethanol). The product is O1C(CCCC1)OCC#CCSC1=CC=CC=C1 (4-phenylthiobut-2-yn-1-ol tetrahydropyranyl ether). As a reaction SMILES: [C:1]1([SH:7])[CH:6]=[CH:5][CH:4]=[CH:3][CH:2]=1.[O:8]1[CH2:13][CH2:12][CH2:11][CH2:10][CH:9]1[O:14][CH2:15][C:16]#[C:17][CH2:18]Br.O>C(O)C>[O:8]1[CH2:13][CH2:12][CH2:11][CH2:10][CH:9]1[O:14][CH2:15][C:16]#[C:17][CH2:18][S:7][C:1]1[CH:6]=[CH:5][CH:4]=[CH:3][CH:2]=1. Reported procedure: A stirred solution of sodium ethoxide in ethanol, obtained from 1.3 g of sodium and 50 ml of absolute ethanol was treated dropwise with 5.5 g (0.05 mol) of thiophenol in 15 ml of absolute ethanol. The reaction mixture was refluxed for 1 hour and then treated with 5.84 g (0.025 mol) of 1-bromobut-2-yn-4-ol tetrahydropyranyl ether, refluxing the mixture for 2 additional hours. It was then cooled, poured into water and extracted with methylene chloride. The organic extract was washed with water, dr...